Dataset: the Open Reaction Database (ORD), a public repository of structured organic reaction records. Task: describe an organic reaction: reactants, conditions, products, and yield Starting materials: BrC=1C(=NC=C(C(=O)NC2=CC=C(C=C2)OC(F)(F)F)C1)OCCO (5-bromo-6-(2-hydroxyethoxy)-N-(4-(trifluoromethoxy)phenyl)nicotinamide), CC1(OB(OC1(C)C)C=1C=NC=NC1)C (5-(4,4,5,5-tetramethyl-1,3,2-dioxaborolan-2-yl)pyrimidine), [O-]P(=O)([O-])[O-].[K+].[K+].[K+] (K3PO4). Reagents/catalysts: C=1C=CC(=CC1)[P](C=2C=CC=CC2)(C=3C=CC=CC3)[Pd]([P](C=4C=CC=CC4)(C=5C=CC=CC5)C=6C=CC=CC6)([P](C=7C=CC=CC7)(C=8C=CC=CC8)C=9C=CC=CC9)[P](C=1C=CC=CC1)(C=1C=CC=CC1)C=1C=CC=CC1 (Pd(Ph3P)4). Run in C1(=CC=CC=C1)C (toluene), CO (MeOH). Reaction conditions: time 15 minute. Product: OCCOC1=NC=C(C(=O)NC2=CC=C(C=C2)OC(F)(F)F)C=C1C=1C=NC=NC1 (6-(2-hydroxyethoxy)-5-(pyrimidin-5-yl)-N-(4-(trifluoromethoxy)phenyl)nicotinamide). As a reaction SMILES: Br[C:2]1[C:3]([O:22][CH2:23][CH2:24][OH:25])=[N:4][CH:5]=[C:6]([CH:21]=1)[C:7]([NH:9][C:10]1[CH:15]=[CH:14][C:13]([O:16][C:17]([F:20])([F:19])[F:18])=[CH:12][CH:11]=1)=[O:8].CC1(C)C(C)(C)OB([C:34]2[CH:35]=[N:36][CH:37]=[N:38][CH:39]=2)O1.[O-]P([O-])([O-])=O.[K+].[K+].[K+]>C1(C)C=CC=CC=1.CO.C1C=CC([P]([Pd]([P](C2C=CC=CC=2)(C2C=CC=CC=2)C2C=CC=CC=2)([P](C2C=CC=CC=2)(C2C=CC=CC=2)C2C=CC=CC=2)[P](C2C=CC=CC=2)(C2C=CC=CC=2)C2C=CC=CC=2)(C2C=CC=CC=2)C2C=CC=CC=2)=CC=1>[OH:25][CH2:24][CH2:23][O:22][C:3]1[C:2]([C:34]2[CH:35]=[N:36][CH:37]=[N:38][CH:39]=2)=[CH:21][C:6]([C:7]([NH:9][C:10]2[CH:15]=[CH:14][C:13]([O:16][C:17]([F:20])([F:19])[F:18])=[CH:12][CH:11]=2)=[O:8])=[CH:5][N:4]=1 |f:2.3.4.5,^1:61,63,82,101|. Reported procedure: A mixture of 5-bromo-6-(2-hydroxyethoxy)-N-(4-(trifluoromethoxy)phenyl)nicotinamide (Stage 52.1, 50 mg, 0.119 mmol), Pd(Ph3P)4 (14 mg, 0.012 mmol) and 5-(4,4,5,5-tetramethyl-1,3,2-dioxaborolan-2-yl)pyrimidine (37 mg, 0.178 mmol) in toluene (0.5 mL) was stirred for 15 min. at RT. K3PO4 (76 mg, 0.356 mmol) was added and the RM was stirred at 110° C. for 6 h. The RM was diluted with MeOH, filtered through a cartridge of PL-Thiol MP-Resin, and the filtrate was evaporated to dryness under reduced pre... The reactants are COc1cc(C)ccc1Cl, [K+], O=[Mn](=O)(=O)[O-], O. The product is COc1cc(C(=O)O)ccc1Cl. Reaction SMILES: [Cl:1][c:2]1[c:3]([O:9][CH3:10])[cH:4][c:5]([CH3:8])[cH:6][cH:7]1.[K+:16].[Mn:11](=[O:12])([O-:13])(=[O:14])=[O:15].[OH2:17]>>[Cl:1][c:2]1[c:3]([O:9][CH3:10])[cH:4][c:5]([C:8]([OH:12])=[O:17])[cH:6][cH:7]1. The reactants are CCO, BrC1CCCC1, [I-], [K+], [K+], [OH-], COc1ccc(C=O)cc1O. Yields the product COc1ccc(C=O)cc1OC1CCCC1. As a reaction SMILES: [CH3:22][CH2:23][OH:24].[CH:16]1([Br:21])[CH2:17][CH2:18][CH2:19][CH2:20]1.[I-:15].[K+:13].[K+:14].[OH-:12].[OH:1][c:2]1[cH:3][c:4]([CH:5]=[O:6])[cH:7][cH:8][c:9]1[O:10][CH3:11]>>[O:1]([c:2]1[cH:3][c:4]([CH:5]=[O:6])[cH:7][cH:8][c:9]1[O:10][CH3:11])[CH:16]1[CH2:17][CH2:18][CH2:19][CH2:20]1. Reactants: 18h, [Mn](=O)(=O)(=O)[O-].[K+] (potassium permanganate), COC=1C=C(C=O)C=C(C1OC)[N+](=O)[O-] (3,4-dimethoxy-5-nitrobenzaldehyde). The solvent is CC(=O)C (acetone), O (water), CC(=O)C (acetone). Yields the product COC=1C=C(C(=O)O)C=C(C1OC)[N+](=O)[O-] (3,4-Dimethoxy-5-nitrobenzoic acid). Yield: 71.6%. As a reaction SMILES: [Mn]([O-])(=O)(=O)=[O:2].[K+].[CH3:7][O:8][C:9]1[CH:10]=[C:11]([CH:14]=[C:15]([N+:19]([O-:21])=[O:20])[C:16]=1[O:17][CH3:18])[CH:12]=[O:13]>O.CC(C)=O>[CH3:7][O:8][C:9]1[CH:10]=[C:11]([CH:14]=[C:15]([N+:19]([O-:21])=[O:20])[C:16]=1[O:17][CH3:18])[C:12]([OH:2])=[O:13] |f:0.1|. Reported procedure: To a solution of potassium permanganate (3.05 g) in water (100 ml) was added to a solution of 3,4-dimethoxy-5-nitrobenzaldehyde (2.7 g) in acetone (80 ml). The mixture was then stirred at 20° for 18h whereupon the acetone was evaporated and the residue acidified (2N HCl) and was then decolourised by the addition of sodium metabisulphite sodium. The mixture was then extracted with ethyl acetate (3×200 ml) and the dried extracts evaporated to give the title compound as a colourless solid (2.08 g) ... RXN SMILES: [CH2:1]([CH:2]=[CH2:3])[C:4]1([OH:15])[C:5]([CH3:13])([CH3:14])[CH2:6][CH2:7][CH2:8][CH2:9][C:10]1([CH3:11])[CH3:12].[CH3:16][CH2:17][CH2:18][CH2:19][CH2:20][CH3:21]>>[CH2:1]([CH2:2][CH3:3])[C:4]1([OH:15])[C:5]([CH3:13])([CH3:14])[CH2:6][CH2:7][CH2:8][CH2:9][C:10]1([CH3:11])[CH3:12]. Yields the product CCCC1(O)C(C)(C)CCCCC1(C)C. Starting materials: C=CCC1(O)C(C)(C)CCCCC1(C)C, CCCCCC. Starting materials: CCOC(C)=O, CCOC(=O)c1ccc(Cl)cc1OCC, [K+], [K+], [K+], C1COCCO1, O, O=P([O-])([O-])[O-], OB(O)Oc1ccccc1. Yields the product CCOC(=O)c1ccc(-c2ccccc2)cc1OCC. As a reaction SMILES: [CH3:34][CH2:35][O:36][C:37](=[O:38])[CH3:39].[Cl:1][c:2]1[cH:3][c:4]([O:13][CH2:14][CH3:15])[c:5]([C:6](=[O:7])[O:8][CH2:9][CH3:10])[cH:11][cH:12]1.[K+:31].[K+:32].[K+:33].[O:40]1[CH2:41][CH2:42][O:43][CH2:44][CH2:45]1.[OH2:46].[P:26]([O-:27])([O-:28])([O-:29])=[O:30].[c:16]1([O:22][B:23]([OH:24])[OH:25])[cH:17][cH:18][cH:19][cH:20][cH:21]1>>[c:2]1(-[c:16]2[cH:17][cH:18][cH:19][cH:20][cH:21]2)[cH:3][c:4]([O:13][CH2:14][CH3:15])[c:5]([C:6](=[O:7])[O:8][CH2:9][CH3:10])[cH:11][cH:12]1. Reactants: C(=O)(OCC1=CC=CC=C1)N1CC(N(CC1)CCO)=O (1-carbobenzoxy-4-(2-hydroxyethyl)piperazine-3-one). Reagents/catalysts: [Pd] (palladium on carbon). Solvent: C(C)O (ethanol). Run at time 6 hour. Product: OCCN1C(CNCC1)=O (4-(2-hydroxyethyl)piperazine-3-one). Reaction SMILES: C([N:11]1[CH2:16][CH2:15][N:14]([CH2:17][CH2:18][OH:19])[C:13](=[O:20])[CH2:12]1)(OCC1C=CC=CC=1)=O>C(O)C.[Pd]>[OH:19][CH2:18][CH2:17][N:14]1[CH2:15][CH2:16][NH:11][CH2:12][C:13]1=[O:20]. Procedure: A solution of 1-carbobenzoxy-4-(2-hydroxyethyl)piperazine-3-one (1.0 g, 35.9 mmol) in absolute ethanol (75 ml) was hydrogenated over a 10% palladium on carbon catalyst (1.0 g) at 20°-25° and an initial pressure of 40 psi for 6 hours. Catalyst was removed by filtration through diatomaceous earth and the filtrate concentrated under reduced pressure to give 4-(2-hydroxyethyl)piperazine-3-one. Product: ClC=1C=CC2=C(N=C(C3=C(N2)C=CC=C3)NC3CNCC3)C1 ((8-Chloro-5H-dibenzo[b,e][1,4]diazepin-11-yl)-pyrrolidin-3-yl-amine). Reported procedure: 8-Chloro-11-methylsulfanyl-5H-dibenzo[b,e][1,4]diazepine (166JO50) (100 mg, 0.22 mmol) and 3-amino-1-N-(tert-butoxycarbonylamino)pyrrolidine (73 mg, 0.4 mmol) were reacted according to GP8 to give 7.7 mg of the title compound (166JO74). MS (ESI) 313 (MH+). Purity for MH+ (UV/MS) 100/90. Reaction SMILES: [Cl:1][C:2]1[CH:3]=[CH:4][C:5]2[NH:11][C:10]3[CH:12]=[CH:13][CH:14]=[CH:15][C:9]=3[C:8](SC)=[N:7][C:6]=2[CH:18]=1.[NH2:19][CH:20]1[CH2:24][CH2:23][N:22](NC(OC(C)(C)C)=O)[CH2:21]1>>[Cl:1][C:2]1[CH:3]=[CH:4][C:5]2[NH:11][C:10]3[CH:12]=[CH:13][CH:14]=[CH:15][C:9]=3[C:8]([NH:19][CH:20]3[CH2:24][CH2:23][NH:22][CH2:21]3)=[N:7][C:6]=2[CH:18]=1. The yield is 11.2%. Reactants: ClC=1C=CC2=C(N=C(C3=C(N2)C=CC=C3)SC)C1 (8-Chloro-11-methylsulfanyl-5H-dibenzo[b,e][1,4]diazepine), NC1CN(CC1)NC(=O)OC(C)(C)C (3-amino-1-N-(tert-butoxycarbonylamino)pyrrolidine). Reactants: C(C)(C)[N-]C(C)C.[Li+] (lithium diisopropylamide), solution, [N-]1C=NC=C1 (imidazolide), C(C)(=O)C=1C=NC=CC1 (3-acetylpyridine), C(=O)(O)[O-].[Na+] (NaHCO3). Run in CCCCCCC.C1CCOC1.C(C)C1=CC=CC=C1 (heptane THF ethylbenzene), C1CCOC1 (THF). Run at temperature -78 celsius, time 5 minute. The product is OC(=CC(=O)N1CCCCC1)C=1C=NC=CC1 (1-(3-hydroxy-1-oxo-3-(3-pyridinyl)-2-propenyl)piperdine). Reaction SMILES: [C:1]([C:4]1[CH:5]=[N:6][CH:7]=[CH:8][CH:9]=1)(=[O:3])[CH3:2].[CH:10]([N-:13][CH:14]([CH3:16])C)([CH3:12])C.[Li+].[N-]1C=CN=[CH:19]1.[C:23]([O-:26])(O)=O.[Na+]>C1COCC1.CCCCCCC.C1COCC1.C(C1C=CC=CC=1)C>[OH:3][C:1]([C:4]1[CH:5]=[N:6][CH:7]=[CH:8][CH:9]=1)=[CH:2][C:23]([N:13]1[CH2:10][CH2:12][CH2:19][CH2:16][CH2:14]1)=[O:26] |f:1.2,4.5,7.8.9|. Procedure: To a separate flask was added 3-acetylpyridine (0.27 g, 0.0021 mol) in THF (10 ml) and the solution cooled under N2 to -78° C. To this solution was added dropwise via syringe at -78° C. lithium diisopropylamide (1.1 ml of a 2M solution in heptane-THF-ethylbenzene, 0.0022 mol). After aging for 5 min., the imidazolide solution was added dropwise at -78° C. The resulting thick suspension was then allowed to stir to room temperature. After 2 h, the clear yellow solution was poured into saturated NaH...